From a dataset of the Open Reaction Database (ORD), a public repository of structured organic reaction records. describe an organic reaction: reactants, conditions, products, and yield The reactants are C[Si](Cl)(C)C (Trimethylchlorosilane), CN(C1(CCC(CC1)=CC(=O)NC(CC1=CNC2=CC=CC=C12)C)C1=CC(=CC=C1)F)C (2-[4-dimethylamino-4-(3-fluorophenyl)cyclohexylidene]-N-[2-(1H-indol-3-yl)-1-methylethyl]acetamide). The solvent is CC(=O)CC (ethyl methyl ketone). Reaction conditions: time 1.5 hour. The product is Cl.CN(C1(CCC(CC1)=CC(=O)NC(CC1=CNC2=CC=CC=C12)C)C1=CC(=CC=C1)F)C (2-[4-Dimethylamino-4-(3-fluorophenyl)cyclohexylidene]-N-[2-(1H-indol-3-yl)-1-methylethyl]acetamide hydrochloride). RXN SMILES: C[Si](C)(C)[Cl:3].[CH3:6][N:7]([CH3:37])[C:8]1([C:30]2[CH:35]=[CH:34][CH:33]=[C:32]([F:36])[CH:31]=2)[CH2:13][CH2:12][C:11](=[CH:14][C:15]([NH:17][CH:18]([CH3:29])[CH2:19][C:20]2[C:28]3[C:23](=[CH:24][CH:25]=[CH:26][CH:27]=3)[NH:22][CH:21]=2)=[O:16])[CH2:10][CH2:9]1>CC(CC)=O>[ClH:3].[CH3:37][N:7]([CH3:6])[C:8]1([C:30]2[CH:35]=[CH:34][CH:33]=[C:32]([F:36])[CH:31]=2)[CH2:13][CH2:12][C:11](=[CH:14][C:15]([NH:17][CH:18]([CH3:29])[CH2:19][C:20]2[C:28]3[C:23](=[CH:24][CH:25]=[CH:26][CH:27]=3)[NH:22][CH:21]=2)=[O:16])[CH2:10][CH2:9]1 |f:3.4|. Procedure details: Trimethylchlorosilane (0.109 ml, 0.86 mmol) was added to a solution of the more polar diastereoisomer of 2-[4-dimethylamino-4-(3-fluorophenyl)cyclohexylidene]-N-[2-(1H-indol-3-yl)-1-methylethyl]acetamide (249 mg, 0.57 mmol) in ethyl methyl ketone (10 ml) and the mixture was stirred at RT for 1.5 h. The hydrochloride which had precipitated out was filtered off with suction and isolated as a colourless solid with an m.p. of 171-174° C. in a yield of 81% (218 mg) (Example 27). The reactants are CCOC(=O)c1nc2c(s1)Nc1ccccc1NC2=S, COCCC1CNCCN1, ClCCl, COS(=O)(=O)C(F)(F)F, c1ccncc1. The product is CCOC(=O)c1nc2c(s1)Nc1ccccc1N=C2N1CCNC(CCOC)C1. RXN SMILES: [CH2:1]([CH3:2])[O:3][C:4](=[O:5])[c:6]1[n:7][c:8]2[c:14]([s:15]1)[NH:13][c:12]1[c:11]([cH:19][cH:18][cH:17][cH:16]1)[NH:10][C:9]2=[S:20].[CH3:30][O:31][CH2:32][CH2:33][CH:34]1[NH:35][CH2:36][CH2:37][NH:38][CH2:39]1.[Cl:40][CH2:41][Cl:42].[F:21][C:22]([F:23])([F:24])[S:25]([O:26][CH3:27])(=[O:28])=[O:29].[cH:43]1[cH:44][cH:45][n:46][cH:47][cH:48]1>>[CH2:1]([CH3:2])[O:3][C:4](=[O:5])[c:6]1[n:7][c:8]2[c:14]([s:15]1)[NH:13][c:12]1[c:11]([cH:19][cH:18][cH:17][cH:16]1)[N:10]=[C:9]2[N:38]1[CH2:37][CH2:36][NH:35][CH:34]([CH2:33][CH2:32][O:31][CH3:30])[CH2:39]1. Solvent: C(C)(=O)OCC (ethyl acetate). As a reaction SMILES: [OH:1][C:2]1[CH:3]=[C:4]2[C:8](=[CH:9][CH:10]=1)[N:7]([CH:11]([CH3:13])[CH3:12])[C:6]([CH3:14])=[C:5]2[C:15]([OH:17])=[O:16].N1C=CC=CC=1.[C:24](OC(=O)C)(=[O:26])[CH3:25].Cl>C(OCC)(=O)C>[C:24]([O:1][C:2]1[CH:3]=[C:4]2[C:8](=[CH:9][CH:10]=1)[N:7]([CH:11]([CH3:13])[CH3:12])[C:6]([CH3:14])=[C:5]2[C:15]([OH:17])=[O:16])(=[O:26])[CH3:25]. Run at time 3 hour. Yields the product C(C)(=O)OC=1C=C2C(=C(N(C2=CC1)C(C)C)C)C(=O)O (5-acetoxy-1-isopropyl-2-methyl-3-indolecarboxylic acid). Reactants: ice, OC=1C=C2C(=C(N(C2=CC1)C(C)C)C)C(=O)O (5-hydroxy-1-isopropyl-2-methyl-3-indolecarboxylic acid), N1=CC=CC=C1 (pyridine), C(C)(=O)OC(C)=O (acetic anhydride), Cl (hydrochloric acid). Procedure: To a suspension of 10 g of 5-hydroxy-1-isopropyl-2-methyl-3-indolecarboxylic acid in 100 ml of ethyl acetate was added 15 ml of pyridine, and then to the mixture was added 10 ml of acetic anhydride. The whole mixture was stirred at room temperature for 3 hours. To the reaction mixture was added 200 ml of ice-cold water. After the mixture was acidified with 10% hydrochloric acid, the precipitated crystals were filtered and washed with water and then ethyl acetate to give 6.4 g of 5-acetoxy-1-isop... The reactants are CC(C)(C)OC(=O)N1CCC2C1C(C(=O)Nc1cccc3ccccc13)CN2C(=O)OCc1ccccc1, CO, CCOC(C)=O. Yields the product CC(C)(C)OC(=O)N1CCC2NCC(C(=O)Nc3cccc4ccccc34)C21. Reaction SMILES: [C:1]([CH3:2])([CH3:3])([CH3:4])[O:5][C:6](=[O:7])[N:8]1[CH2:9][CH2:10][CH:11]2[N:12]([C:29]([O:30][CH2:31][c:32]3[cH:33][cH:34][cH:35][cH:36][cH:37]3)=[O:38])[CH2:13][CH:14]([C:16]([NH:17][c:18]3[cH:19][cH:20][cH:21][c:22]4[cH:23][cH:24][cH:25][cH:26][c:27]34)=[O:28])[CH:15]12.[CH3:39][OH:40].[CH3:41][CH2:42][O:43][C:44]([CH3:45])=[O:46]>>[C:1]([CH3:2])([CH3:3])([CH3:4])[O:5][C:6](=[O:7])[N:8]1[CH2:9][CH2:10][CH:11]2[NH:12][CH2:13][CH:14]([C:16]([NH:17][c:18]3[cH:19][cH:20][cH:21][c:22]4[cH:23][cH:24][cH:25][cH:26][c:27]34)=[O:28])[CH:15]12. Reactants: O=C([O-])O, COC(=O)c1cccc2c(NCC(CSC(c3ccccc3)(c3ccccc3)c3ccccc3)NC(=O)OC(C)(C)C)cccc12, CI, CN(C)C=O, [Na+]. Yields the product COC(=O)c1cccc2c(N(C)CC(CSC(c3ccccc3)(c3ccccc3)c3ccccc3)NC(=O)OC(C)(C)C)cccc12. As a reaction SMILES: [C:3](=[O:4])([O-:5])[OH:6].[C:8]([CH3:9])([CH3:10])([CH3:11])[O:12][C:13](=[O:14])[NH:15][CH:16]([CH2:17][NH:18][c:19]1[c:20]2[cH:21][cH:22][cH:23][c:24]([C:29](=[O:30])[O:31][CH3:32])[c:25]2[cH:26][cH:27][cH:28]1)[CH2:33][S:34][C:35]([c:36]1[cH:37][cH:38][cH:39][cH:40][cH:41]1)([c:42]1[cH:43][cH:44][cH:45][cH:46][cH:47]1)[c:48]1[cH:49][cH:50][cH:51][cH:52][cH:53]1.[CH3:1][I:2].[CH3:54][N:55]([CH3:56])[CH:57]=[O:58].[Na+:7]>>[CH3:3][N:18]([CH2:17][CH:16]([NH:15][C:13]([O:12][C:8]([CH3:9])([CH3:10])[CH3:11])=[O:14])[CH2:33][S:34][C:35]([c:36]1[cH:37][cH:38][cH:39][cH:40][cH:41]1)([c:42]1[cH:43][cH:44][cH:45][cH:46][cH:47]1)[c:48]1[cH:49][cH:50][cH:51][cH:52][cH:53]1)[c:19]1[c:20]2[cH:21][cH:22][cH:23][c:24]([C:29](=[O:30])[O:31][CH3:32])[c:25]2[cH:26][cH:27][cH:28]1. The reactants are [OH-].[K+] (potassium hydroxide), CI (methyl iodide), ClC1=C(C=CC=C1)C1C2=C(NC(=C1C(=O)OCCC)C)COC2=O (propyl 4-(2-chlorophenyl)-2-methyl-5-oxo-1,4,5,7-tetrahydrofuro-[3,4-b]pyridine-3-carboxylate). Solvent: CS(=O)C (dimethyl sulphoxide). Reaction conditions: time 2 hour. Yields the product ClC1=C(C=CC=C1)C1C2=C(N(C(=C1C(=O)OCCC)C)C)COC2=O (Propyl 4-(2-chlorophenyl)-1,2-dimethyl-5-oxo-1,4,5,7-tetrahydrofuro-[3,4-b]pyridine-3-carboxylate). As a reaction SMILES: [Cl:1][C:2]1[CH:7]=[CH:6][CH:5]=[CH:4][C:3]=1[CH:8]1[C:13]([C:14]([O:16][CH2:17][CH2:18][CH3:19])=[O:15])=[C:12]([CH3:20])[NH:11][C:10]2[CH2:21][O:22][C:23](=[O:24])[C:9]1=2.[OH-].[K+].[CH3:27]I>CS(C)=O>[Cl:1][C:2]1[CH:7]=[CH:6][CH:5]=[CH:4][C:3]=1[CH:8]1[C:13]([C:14]([O:16][CH2:17][CH2:18][CH3:19])=[O:15])=[C:12]([CH3:20])[N:11]([CH3:27])[C:10]2[CH2:21][O:22][C:23](=[O:24])[C:9]1=2 |f:1.2|. Procedure: 50 mmol of propyl 4-(2-chlorophenyl)-2-methyl-5-oxo-1,4,5,7-tetrahydrofuro-[3,4-b]pyridine-3-carboxylate are dissolved in 150 ml of dimethyl sulphoxide, and 7 g of potassium hydroxide powder and 50 mmol of methyl iodide are added. After 2 hours at room temperature, the mixture is poured onto ice-water and extracted with CH2Cl2, the extract is dried and evaporated down, and the residue is recrystallized.